Task: describe an organic reaction: reactants, conditions, products, and yield. Dataset: the Open Reaction Database (ORD), a public repository of structured organic reaction records The reactants are N1C(=NC=C1)CC1=CC=C(C#N)C=C1 (4-(1-imidazolylmethyl)benzonitrile), C(CCC)[Li] (n-butyl lithium), N#N (N2), C(C)(C)NC(C)C (di-isopropylamine), CI (methyl iodide). The solvent is O1CCCC1 (tetrahydrofuran), O1CCCC1 (tetrahydrofuran). Run at time 30 minute. Yields the product N1(C=NC=C1)C(C)C1=CC=C(C#N)C=C1 (4-[1-(1-imidazolyl)ethyl]benzonitrile). Reaction SMILES: C([Li])CCC.[N:6]#N.[CH:8]([NH:11][CH:12](C)C)([CH3:10])C.N1C=CN=[C:16]1[CH2:20][C:21]1[CH:28]=[CH:27][C:24]([C:25]#[N:26])=[CH:23][CH:22]=1.CI>O1CCCC1>[N:11]1([CH:20]([C:21]2[CH:22]=[CH:23][C:24]([C:25]#[N:26])=[CH:27][CH:28]=2)[CH3:16])[CH:8]=[CH:10][N:6]=[CH:12]1. Procedure details: A solution of n-butyl lithium (25 mL of 2.1M reagent in hexane, 0.0525 mole) is added dropwise in an N2 atmosphere to a solution of di-isopropylamine (5.6 g) in tetrahydrofuran (100 mL) which is maintained at -20°. This cold solution is then added dropwise to a solution of 4-(1-imidazolylmethyl)benzonitrile (9.15 g) in tetrahydrofuran (250 mL) which is maintained at -50° during addition and for 30 minutes subsequently. The reaction mixture is then cooled to -70° and methyl iodide (10.7 g) is add...